From a dataset of the Open Reaction Database (ORD), a public repository of structured organic reaction records. describe an organic reaction: reactants, conditions, products, and yield Product: O.Cl.NC1=NC(=NC2=CC(=C(C=C12)OC)OC)N1CCN(CC1)C(C=C1CCCC1)=O (4-Amino-2-(4-cyclopentylideneacetyl-1-piperazinyl)-6,7-dimethoxyquinazoline hydrochloride hydrate). Reported procedure: To 25 ml of tetrahydrofuran were added 1.16 g of 4-amino-6,7-dimethoxy-2-(1-piperazinyl)quinazoline and 1.5 g of triethylamine, after which the mixture was stirred for 30 minutes. To this mixture was then added 0.57 g of cyclopentylideneacetyl chloride, after which the mixture was stirred at room temperature for 15 hours. The reaction mixture was then concentrated by evaporation under reduced pressure and the residue was extracted with chloroform. After washing the extract with water, the solven... Solvent: C(C)N(CC)CC (triethylamine). Conditions: time 30 minute. RXN SMILES: [O:1]1CCCC1.[NH2:6][C:7]1[C:16]2[C:11](=[CH:12][C:13]([O:19][CH3:20])=[C:14]([O:17][CH3:18])[CH:15]=2)[N:10]=[C:9]([N:21]2[CH2:26][CH2:25][NH:24][CH2:23][CH2:22]2)[N:8]=1.[C:27]1(=[CH:32][C:33]([Cl:35])=[O:34])[CH2:31][CH2:30][CH2:29][CH2:28]1>C(N(CC)CC)C>[OH2:1].[ClH:35].[NH2:6][C:7]1[C:16]2[C:11](=[CH:12][C:13]([O:19][CH3:20])=[C:14]([O:17][CH3:18])[CH:15]=2)[N:10]=[C:9]([N:21]2[CH2:26][CH2:25][N:24]([C:33](=[O:34])[CH:32]=[C:27]3[CH2:31][CH2:30][CH2:29][CH2:28]3)[CH2:23][CH2:22]2)[N:8]=1 |f:4.5.6|. Reactants: O1CCCC1 (tetrahydrofuran), NC1=NC(=NC2=CC(=C(C=C12)OC)OC)N1CCNCC1 (4-amino-6,7-dimethoxy-2-(1-piperazinyl)quinazoline), C1(CCCC1)=CC(=O)Cl (cyclopentylideneacetyl chloride).